This data is from the Open Reaction Database (ORD), a public repository of structured organic reaction records. The task is: describe an organic reaction: reactants, conditions, products, and yield Starting materials: [BH4-], CN, CO, [Na+], CCN1CCC(=O)c2cccc(CSc3nc4ccccc4[nH]3)c21. The product is CCN1CCC(NC)c2cccc(CSc3nc4ccccc4[nH]3)c21. As a reaction SMILES: [BH4-:27].[CH3:25][NH2:26].[CH3:29][OH:30].[Na+:28].[n:1]1[c:2]([S:10][CH2:11][c:12]2[cH:13][cH:14][cH:15][c:16]3[c:21]2[N:20]([CH2:22][CH3:23])[CH2:19][CH2:18][C:17]3=[O:24])[nH:3][c:4]2[c:5]1[cH:6][cH:7][cH:8][cH:9]2>>[n:1]1[c:2]([S:10][CH2:11][c:12]2[cH:13][cH:14][cH:15][c:16]3[c:21]2[N:20]([CH2:22][CH3:23])[CH2:19][CH2:18][CH:17]3[NH:26][CH3:25])[nH:3][c:4]2[c:5]1[cH:6][cH:7][cH:8][cH:9]2. Starting materials: BrC1=CC(=CC=C1)SCC=C(C)C (1-bromo-3-(3-methyl-but-2-enylsulfanyl)-benzene), O.C1(=CC=C(C=C1)S(=O)(=O)O)C (p-toluenesulfonic acid monohydrate), C([O-])(O)=O.[Na+] (sodium bicarbonate). The solvent is O (water), C1(=CC=CC=C1)C (toluene). The product is BrC1=CC=C2C(CCSC2=C1)(C)C (7-bromo-4,4-dimethyl-thiochroman). Yield: 86.6%. Reaction SMILES: [Br:1][C:2]1[CH:7]=[CH:6][CH:5]=[C:4]([S:8][CH2:9][CH:10]=[C:11]([CH3:13])[CH3:12])[CH:3]=1.O.C1(C)C=CC(S(O)(=O)=O)=CC=1.C(=O)(O)[O-].[Na+]>C1(C)C=CC=CC=1.O>[Br:1][C:2]1[CH:3]=[C:4]2[C:5]([C:11]([CH3:13])([CH3:12])[CH2:10][CH2:9][S:8]2)=[CH:6][CH:7]=1 |f:1.2,3.4|. Procedure: A solution of 1-bromo-3-(3-methyl-but-2-enylsulfanyl)-benzene (5.651 g, 22 mmole) in 100 mL of toluene was treated with 5.433 g of p-toluenesulfonic acid monohydrate and heated at reflux for 15 hours. The mixture was diluted with 100 mL of water, neutralized with solid sodium bicarbonate and extracted with two 100 mL portions of ethyl acetate. The organic phase was dried over MgSO4, filtered and concentrated in vacuo to give a yellow oil. The product was purified by short path distillation (T=19...